From a dataset of the Open Reaction Database (ORD), a public repository of structured organic reaction records. describe an organic reaction: reactants, conditions, products, and yield Reactants: ClC=1C=C2CC(N(C2=CC1)C(=O)N)=O (5-chloro-2-oxindole-1-carboxamide), [N-]1C=NC=C1 (imidazolide), BrC1=CC(=CS1)C(=O)O (5-bromo-3-thiophenecarboxylic acid), C(=O)(N1C=NC=C1)N1C=NC=C1 (1,1'-carbonyldiimidazole). Reagents/catalysts: CN(C)C1=CC=NC=C1 (4-(N,N-dimethylamino)pyridine). Solvent: CN(C=O)C (N,N-dimethylformamide). Yields the product ClC=1C=C2C(C(N(C2=CC1)C(=O)N)=O)C(C1=CSC(=C1)Br)=O (5-Chloro-3-(5-bromo-3-thenoyl)-2-oxindole-1-carboxamide), product. Yield: 76.0%. RXN SMILES: [Br:1][C:2]1[S:6][CH:5]=[C:4]([C:7]([OH:9])=O)[CH:3]=1.C(N1C=CN=C1)(N1C=CN=C1)=O.[N-]1C=CN=C1.[Cl:27][C:28]1[CH:29]=[C:30]2[C:34](=[CH:35][CH:36]=1)[N:33]([C:37]([NH2:39])=[O:38])[C:32](=[O:40])[CH2:31]2>CN(C)C=O.CN(C1C=CN=CC=1)C>[Cl:27][C:28]1[CH:29]=[C:30]2[C:34](=[CH:35][CH:36]=1)[N:33]([C:37]([NH2:39])=[O:38])[C:32](=[O:40])[CH:31]2[C:7](=[O:9])[C:4]1[CH:3]=[C:2]([Br:1])[S:6][CH:5]=1. Reported procedure: The title compound was prepared according to the procedure of Example 55. A 1.00 g (4.83 mmole) portion of 5-bromo-3-thiophenecarboxylic acid (prepared as described in J. Am. Chem. Soc., 76, 2445 (1954)) was combined with 848 mg (5.23 mmole) of 1,1'-carbonyldiimidazole in 5 ml of N,N-dimethylformamide and the intermediate imidazolide coupled directly with 848 mg (4.02 mmole) of 5-chloro-2-oxindole-1-carboxamide in the presence of 1.33 g (10.89 mmole) of 4-(N,N-dimethylamino)pyridine. The resulti... As a reaction SMILES: [C:1]([O-:4])([O-:3])=O.[K+].[K+].[NH:7]1[CH2:10][CH:9]([C:11]([OH:13])=[O:12])[CH2:8]1>CC(C)=O>[C:9]([O:3][C:1]([N:7]1[CH2:10][CH:9]([C:11]([OH:13])=[O:12])[CH2:8]1)=[O:4])([CH3:11])([CH3:10])[CH3:8] |f:0.1.2|. Run in CC(=O)C (acetone). Procedure: Using a procedure analogous to Example 1-C (K2CO3, acetone), azetidine-3-carboxylic acid gave the title compound as a solid (3.61 g, 91%). Product: C(C)(C)(C)OC(=O)N1CC(C1)C(=O)O (1-t-Butoxycarbonylazetidine-3-carboxylic acid). The reactants are C(=O)([O-])[O-].[K+].[K+] (K2CO3), N1CC(C1)C(=O)O (azetidine-3-carboxylic acid). Yield: 91.0%.